From a dataset of the Open Reaction Database (ORD), a public repository of structured organic reaction records. describe an organic reaction: reactants, conditions, products, and yield The reactants are BrC1=C(C=CC(=C1)F)O (2-bromo-4-fluorophenol), BrC(C(=O)OCC)C (ethyl 2-bromopropionate), C([O-])([O-])=O.[K+].[K+] (potassium carbonate). The reagents and catalysts are [I-].[K+] (potassium iodide). Conditions: time 2 hour. Product: BrC1=C(OC(C(=O)OCC)C)C=CC(=C1)F (Ethyl 2-(2-bromo-4-fluorophenoxy)propionate). The yield is 86.6%. As a reaction SMILES: [Br:1][C:2]1[CH:7]=[C:6]([F:8])[CH:5]=[CH:4][C:3]=1[OH:9].Br[CH:11]([CH3:17])[C:12]([O:14][CH2:15][CH3:16])=[O:13].C(=O)([O-])[O-].[K+].[K+]>[I-].[K+]>[Br:1][C:2]1[CH:7]=[C:6]([F:8])[CH:5]=[CH:4][C:3]=1[O:9][CH:11]([CH3:17])[C:12]([O:14][CH2:15][CH3:16])=[O:13] |f:2.3.4,5.6|. Procedure: A mixture of 15 gm (78.5 mMol) 2-bromo-4-fluorophenol, 11.2 mL (86.4 mMol) ethyl 2-bromopropionate, and 13 gm (94.2 mMol) potassium carbonate was heated at reflux for 3 hours. At this point 0.1 gm potassium iodide were added and reflux continued for another 2 hours. The reaction mixture was partitioned between water and ethyl acetate. The phases were separated and the aqueous phase was extracted well with ethyl acetate. The organic phases were combined, washed with saturated aqueous sodium chlor... Starting materials: C(C)(C)(C)OC(=O)N1[C@H]([C@H](CCC1)NCC1=C(C=CC(=C1)C(C(F)(F)F)(C(F)(F)F)C)OC)C1=CC=CC=C1 ((2S,3S)-1-tert-Butoxycarbonyl-2-phenyl-3-(5-(2,2,2-trifluoro-1-methyl-1-(trifluoromethyl)ethyl)-2-methoxybenzyl)aminopiperidine), Cl.Cl.CC(C#CC(F)(F)F)(C)C=1C=CC(=C(CN[C@@H]2[C@@H](NCCC2)C2=CC=CC=C2)C1)OC ((2S,3S)-3-[5-(1,1-Dimethyl-4,4,4-trifluoro-2-butynyl)-2-methoxybenzyl]amino-2-phenylpiperidine dihydrochloride). Yields the product Cl.Cl.C1(=CC=CC=C1)[C@@H]1NCCC[C@@H]1NCC1=C(C=CC(=C1)C(C(F)(F)F)(C(F)(F)F)C)OC ((2S,3S)-2-Phenyl-3-(5-(2,2,2-trifluoro-1-methyl-1-(trifluoromethyl)ethyl)-2-methoxybenzyl)aminopiperidine dihydrochloride). RXN SMILES: C(OC([N:8]1[CH2:13][CH2:12][CH2:11][C@H:10]([NH:14][CH2:15][C:16]2[CH:21]=[C:20]([C:22]([CH3:31])([C:27]([F:30])([F:29])[F:28])[C:23]([F:26])([F:25])[F:24])[CH:19]=[CH:18][C:17]=2[O:32][CH3:33])[C@@H:9]1[C:34]1[CH:39]=[CH:38][CH:37]=[CH:36][CH:35]=1)=O)(C)(C)C.[ClH:40].Cl.CC(C1C=CC(OC)=C(C=1)CN[C@H]1CCCN[C@H]1C1C=CC=CC=1)(C)C#CC(F)(F)F>>[ClH:40].[ClH:40].[C:34]1([C@H:9]2[C@@H:10]([NH:14][CH2:15][C:16]3[CH:21]=[C:20]([C:22]([CH3:31])([C:27]([F:28])([F:29])[F:30])[C:23]([F:24])([F:25])[F:26])[CH:19]=[CH:18][C:17]=3[O:32][CH3:33])[CH2:11][CH2:12][CH2:13][NH:8]2)[CH:35]=[CH:36][CH:37]=[CH:38][CH:39]=1 |f:1.2.3,4.5.6|. Procedure: This compound was prepared from Compound 77 in the same manner of Compound 60. Procedure details: To a mixture of 2-amino-4,5-difluoro-1,3-benzothiazole (130 mg, 0.70 mmol) and CuSO4 (20 mg) in conc. HCl (20 mL) was added NaNO2 (96 mg, 1.4 mmol, 2 eq, dissolved in 5 mL of water) dropwise at −10° C. over about 15 min. The reaction mixture was stirred for 1 h, poured into a solution of CuCl (67 mg, 0.7 mmol, 1 eq.) in conc. HCl (20 mL), and stirring was continued at ambient temp. for 30 min. The reaction mixture was extracted with diethyl ether (3×30 mL). The combined organic layers were washe... Run at time 1 hour. The reagents and catalysts are [O-]S(=O)(=O)[O-].[Cu+2] (CuSO4), Cl[Cu] (CuCl). The reactants are NC=1SC2=C(N1)C(=C(C=C2)F)F (2-amino-4,5-difluoro-1,3-benzothiazole), Cl (HCl), Cl (HCl), N(=O)[O-].[Na+] (NaNO2). Reaction SMILES: N[C:2]1[S:3][C:4]2[CH:10]=[CH:9][C:8]([F:11])=[C:7]([F:12])[C:5]=2[N:6]=1.N([O-])=O.[Na+].[ClH:17]>[O-]S([O-])(=O)=O.[Cu+2].Cl[Cu]>[Cl:17][C:2]1[S:3][C:4]2[CH:10]=[CH:9][C:8]([F:11])=[C:7]([F:12])[C:5]=2[N:6]=1 |f:1.2,4.5|. Yields the product ClC=1SC2=C(N1)C(=C(C=C2)F)F (2-Chloro-4,5-difluoro-1,3-benzothiazole). Starting materials: S(O)(O)=O (sulfurous acid), C(CCC)[Li] (n-butyl lithium), CCCCCC (hexane), CN1N=C2C=CC=CC2=C1 (2-methyl-2H-indazole). The solvent is C(C)OCC (ethyl ether), C(C)OCC (ethyl ether). Reaction conditions: temperature -30 celsius, time 1 hour. The product is CN1N=C2C=CC=CC2=C1S(=O)[O-].[Li+] (lithium 2-methyl-2H-indazole-3-sulfinate). RXN SMILES: [CH3:1][N:2]1[CH:10]=[C:9]2[C:4]([CH:5]=[CH:6][CH:7]=[CH:8]2)=[N:3]1.C([Li:15])CCC.CCCCCC.[S:22](=O)([OH:24])[OH:23]>C(OCC)C>[CH3:1][N:2]1[C:10]([S:22]([O-:24])=[O:23])=[C:9]2[C:4]([CH:5]=[CH:6][CH:7]=[CH:8]2)=[N:3]1.[Li+:15] |f:5.6|. Reported procedure: A solution containing 9.5 g (72 mmol) of 2-methyl-2H-indazole in 200 ml of ethyl ether, was cooled to -30° C., and 61.4 g (144 mmol) of n-butyl lithium (a 15% hexane solution) was dropwise added thereto. The mixture was stirred for one hour at the same temperature, and then an excess amount of sulfurous acid gas was blown thereinto for 3 hours at a temperature of not higher than -20° C. After completion of the reaction, the mixture was returned to room temperature, stirred for 12 hours and then ...